This data is from the Open Reaction Database (ORD), a public repository of structured organic reaction records. The task is: describe an organic reaction: reactants, conditions, products, and yield Reactants: [H-].[Na+] (sodium hydride), C(=O)OCC (ethyl formate), C(C1=CC=CC=C1)OCC(=O)OCC (ethyl (benzyloxy)acetate). Solvent: CCOCC (ether). Yields the product C(C1=CC=CC=C1)OC(C(=O)OCC)C=O (ethyl 2-(benzyloxy)-3-oxopropanoate). Reaction SMILES: [H-].[Na+].[CH:3]([O:5][CH2:6][CH3:7])=[O:4].[CH2:8]([O:15][CH2:16][C:17](OCC)=[O:18])[C:9]1[CH:14]=[CH:13][CH:12]=[CH:11][CH:10]=1>CCOCC>[CH2:8]([O:15][CH:16]([CH:17]=[O:18])[C:3]([O:5][CH2:6][CH3:7])=[O:4])[C:9]1[CH:14]=[CH:13][CH:12]=[CH:11][CH:10]=1 |f:0.1|. Reported procedure: To a suspension of sodium hydride (3.3 g, 60% in paraffin oil, 82.5 mmol) in dry ether (100 mL) and dry ethyl formate (5.55 g, 75 mmol) was added ethyl (benzyloxy)acetate (14.57 g, 75 mmol) dropwise with stirring. The resulting mixture solution was then refluxed for 2 h and concentrated to give crude ethyl 2-(benzyloxy)-3-oxopropanoate which was used in the subsequent step without further purification.